This data is from the Open Reaction Database (ORD), a public repository of structured organic reaction records. The task is: describe an organic reaction: reactants, conditions, products, and yield The reactants are C[O-], CO, CC(C)(C)OC(=O)N1C(Cc2ccnc(Cl)c2)C(CO)OC1(C)C, [Na+], O. The product is COc1cc(CC2C(CO)OC(C)(C)N2C(=O)OC(C)(C)C)ccn1. As a reaction SMILES: [CH3:25][O-:26].[CH3:28][OH:29].[Cl:1][c:2]1[n:3][cH:4][cH:5][c:6]([CH2:8][CH:9]2[N:10]([C:18](=[O:19])[O:20][C:21]([CH3:22])([CH3:23])[CH3:24])[C:11]([CH3:16])([CH3:17])[O:12][CH:13]2[CH2:14][OH:15])[cH:7]1.[Na+:27].[OH2:30]>>[c:2]1([O:26][CH3:25])[n:3][cH:4][cH:5][c:6]([CH2:8][CH:9]2[N:10]([C:18](=[O:19])[O:20][C:21]([CH3:22])([CH3:23])[CH3:24])[C:11]([CH3:16])([CH3:17])[O:12][CH:13]2[CH2:14][OH:15])[cH:7]1. Starting materials: C(C)(C)(C)OC(N(C1=CC=NC=C1)CCOC1=CC(=CC(=C1)Cl)C(N(C1CCCCC1)CC=C)=O)=O ({2-[3-(allyl-cyclohexyl-carbamoyl)-5-chloro-phenoxy]-ethyl}-pyridin-4-yl-carbamic acid tert-butyl ester), FC(C(=O)O)(F)F (trifluoroacetic acid). The solvent is ClCCl (dichloromethane). Conditions: time 2 hour. The product is FC(C(=O)O)(F)F.C(C=C)N(C(C1=CC(=CC(=C1)OCCNC1=CC=NC=C1)Cl)=O)C1CCCC1 (N-Allyl-3-chloro-N-cyclopentyl-5-[2-(pyridin-4-ylamino)-ethoxy]-benzamide trifluoroacetate salt). As a reaction SMILES: C(OC(=O)[N:7]([CH2:14][CH2:15][O:16][C:17]1[CH:22]=[C:21]([Cl:23])[CH:20]=[C:19]([C:24](=[O:35])[N:25]([CH2:32][CH:33]=[CH2:34])[CH:26]2[CH2:31][CH2:30][CH2:29][CH2:28]C2)[CH:18]=1)[C:8]1[CH:13]=[CH:12][N:11]=[CH:10][CH:9]=1)(C)(C)C.[F:37][C:38]([F:43])([F:42])[C:39]([OH:41])=[O:40]>ClCCl>[F:37][C:38]([F:43])([F:42])[C:39]([OH:41])=[O:40].[CH2:32]([N:25]([CH:26]1[CH2:31][CH2:30][CH2:29][CH2:28]1)[C:24](=[O:35])[C:19]1[CH:18]=[C:17]([O:16][CH2:15][CH2:14][NH:7][C:8]2[CH:9]=[CH:10][N:11]=[CH:12][CH:13]=2)[CH:22]=[C:21]([Cl:23])[CH:20]=1)[CH:33]=[CH2:34] |f:3.4|. Reported procedure: A solution of {2-[3-(allyl-cyclohexyl-carbamoyl)-5-chloro-phenoxy]-ethyl}-pyridin-4-yl-carbamic acid tert-butyl ester (0.032 g) in a mixture of dichloromethane (1 ml) and trifluoroacetic acid (1 ml) was stored at room temperature for 2 h and then concentrated under reduced pressure. The residue was subjected to preparative hplc and the title compound (0.027 g) was obtained as a colourless gum by concentration of the required fraction under reduced pressure and drying by repetitive addition of ac... The reactants are C(C)(=O)OCC.CCCCCC (ethyl acetate hexane), N1C=CC2=CC=C(C=C12)N1CCOCC1 (4-(1H-indol-6-yl)morpholine), CN(C1=CC=C(C(=O)NC2=C(C(=CC=C2)\C=C\[N+](=O)[O-])F)C=C1)C ((E)-4-(dimethylamino)-N-(2-fluoro-3-(2-nitrovinyl)phenyl)benzamide), FC(S(=O)(=O)O[Yb](OS(=O)(=O)C(F)(F)F)OS(=O)(=O)C(F)(F)F)(F)F (tris(trifluoromethylsulfonyloxy)ytterbium). Solvent: C(C)#N (acetonitrile). Conditions: temperature 50 celsius. Yields the product CN(C1=CC=C(C(=O)NC2=C(C(=CC=C2)C(C[N+](=O)[O-])C2=CNC3=CC(=CC=C23)N2CCOCC2)F)C=C1)C (4-(Dimethylamino)-N-(2-fluoro-3-(1-(6-morpholino-1H-indol-3-yl)-2-nitroethyl)phenyl)benzamide). Isolated yield 61.7%. Reaction SMILES: [NH:1]1[C:9]2[C:4](=[CH:5][CH:6]=[C:7]([N:10]3[CH2:15][CH2:14][O:13][CH2:12][CH2:11]3)[CH:8]=2)[CH:3]=[CH:2]1.[CH3:16][N:17]([CH3:39])[C:18]1[CH:38]=[CH:37][C:21]([C:22]([NH:24][C:25]2[CH:30]=[CH:29][CH:28]=[C:27](/[CH:31]=[CH:32]/[N+:33]([O-:35])=[O:34])[C:26]=2[F:36])=[O:23])=[CH:20][CH:19]=1.FC(F)(F)S(O[Yb](OS(C(F)(F)F)(=O)=O)OS(C(F)(F)F)(=O)=O)(=O)=O.C(OCC)(=O)C.CCCCCC>C(#N)C>[CH3:39][N:17]([CH3:16])[C:18]1[CH:19]=[CH:20][C:21]([C:22]([NH:24][C:25]2[CH:30]=[CH:29][CH:28]=[C:27]([CH:31]([C:3]3[C:4]4[C:9](=[CH:8][C:7]([N:10]5[CH2:15][CH2:14][O:13][CH2:12][CH2:11]5)=[CH:6][CH:5]=4)[NH:1][CH:2]=3)[CH2:32][N+:33]([O-:35])=[O:34])[C:26]=2[F:36])=[O:23])=[CH:37][CH:38]=1 |f:3.4|. Reported procedure: A mixture of 4-(1H-indol-6-yl)morpholine (0.393 g, 1.943 mmol), (E)-4-(dimethylamino)-N-(2-fluoro-3-(2-nitrovinyl)phenyl)benzamide (0.400 g, 1.215 mmol), and tris(trifluoromethylsulfonyloxy)ytterbium (0.075 g, 0.121 mmol) in acetonitrile (25 mL) was heated at 50° C. for 20 h. The acetonitrile was removed under vacuum. The residue was diluted with ethyl acetate (180 mL), washed with 10% NaHCO3 solution (2×40 mL) and brine (40 mL), and dried over anhydrous MgSO4. The desired product (0.412 g, 0.75... Starting materials: NC1=NC(=CC=C1)Br (2-amino-6-bromopyridine), C(C)O (ethanol), [OH-].[Na+] (sodium hydroxide). The solvent is ClCCl (dichloromethane). Run at temperature 170 celsius. Product: C(C)OC1=CC=CC(=N1)N (6-ethoxypyridin-2-ylamine). RXN SMILES: [NH2:1][C:2]1[CH:7]=[CH:6][CH:5]=[C:4](Br)[N:3]=1.[CH2:9]([OH:11])[CH3:10].[OH-].[Na+]>ClCCl>[CH2:9]([O:11][C:4]1[N:3]=[C:2]([NH2:1])[CH:7]=[CH:6][CH:5]=1)[CH3:10] |f:2.3|. Procedure: Introduced into a microwave tube are 500 mg (2.89 mmol) of 2-amino-6-bromopyridine, to which 2 ml of ethanol and 231 mg (5.78 mmol, 2 eq) of sodium hydroxide are added. The mixture is heated for 10 hours in a microwave oven at 170° C. The reaction medium is diluted with 50 ml of dichloromethane and then washed twice with 50 ml of water. The organic phase is concentrated to dryness and the residue is purified by chromatography over silica with, as eluent, heptane/ethyl acetate (1/1). The expected... Reactants: CC(C)(C)OC(=O)NCCC#Cc1ccc(C#N)cc1, C1CCOC1, CCO, [H][H]. Product: CC(C)(C)OC(=O)NCCCCc1ccc(C#N)cc1. Reaction SMILES: [C:1]([CH3:2])([CH3:3])([CH3:4])[O:5][C:6]([NH:7][CH2:8][CH2:9][C:10]#[C:11][c:12]1[cH:13][cH:14][c:15]([C:18]#[N:19])[cH:16][cH:17]1)=[O:20].[CH2:26]1[O:27][CH2:28][CH2:29][CH2:30]1.[CH3:23][CH2:24][OH:25].[H:21][H:22]>>[C:1]([CH3:2])([CH3:3])([CH3:4])[O:5][C:6]([NH:7][CH2:8][CH2:9][CH2:10][CH2:11][c:12]1[cH:13][cH:14][c:15]([C:18]#[N:19])[cH:16][cH:17]1)=[O:20]. Starting materials: ClC=1C=C2C(C(=O)OC2=O)=CC1 (4-chlorophthalic anhydride), C(=O)N (formamide). Run at temperature 150 celsius, time 1 hour. Product: ClC=1C=C2C(C(=O)NC2=O)=CC1 (4-chlorophthalimide). As a reaction SMILES: [Cl:1][C:2]1[CH:3]=[C:4]2[C:9](=O)[O:8][C:6](=[O:7])[C:5]2=[CH:11][CH:12]=1.C([NH2:15])=O>>[Cl:1][C:2]1[CH:3]=[C:4]2[C:9](=[O:8])[NH:15][C:6](=[O:7])[C:5]2=[CH:11][CH:12]=1. Procedure details: The suspension of 4-chlorophthalic anhydride (3 g) in formamide (15 ml) was heated with stirring to 150° C. for 1 h. The resulting yellowish solution was cooled to rt and the product was fractionally precipitated by addition of water to yield 4-chlorophthalimide (1.91 g) as colourless crystals.